Dataset: the Open Reaction Database (ORD), a public repository of structured organic reaction records. Task: describe an organic reaction: reactants, conditions, products, and yield Starting materials: IC1=CC=2NC=3C=CC(=CC3C2C2=C1C(NC2=O)=O)OC (4-Iodo-9-methoxypyrrolo[3,4-c]carbazole-1,3(2H,6H)-dione). Run in O (Water). Run at time 15 minute. Yields the product OC1=CC=2C=3C4=C(C(=CC3NC2C=C1)I)C(NC4=O)=O (9-Hydroxy-4-iodopyrrolo[3,4-c]carbazole-1,3(2H,6H)-dione). Yield: 89.5%. As a reaction SMILES: [I:1][C:2]1[C:14]2[C:15](=[O:19])[NH:16][C:17](=[O:18])[C:13]=2[C:12]2[C:11]3[CH:10]=[C:9]([O:20]C)[CH:8]=[CH:7][C:6]=3[NH:5][C:4]=2[CH:3]=1>O>[OH:20][C:9]1[CH:8]=[CH:7][C:6]2[NH:5][C:4]3[CH:3]=[C:2]([I:1])[C:14]4[C:15](=[O:19])[NH:16][C:17](=[O:18])[C:13]=4[C:12]=3[C:11]=2[CH:10]=1. Procedure: Powdered 4-Iodo-9-methoxypyrrolo[3,4-c]carbazole-1,3(2H,6H)-dione (0.50 g, 1.27 mmol) prepared as in example 6 was added in one portion to dry, freshly-prepared pyridine hydrochloride melt at 200° C. under a CaCl2 drying tube and the mixture was stirred at this temperature for 15 min. Water was added and the mixture was extracted with EtOAc. The EtOAc extracts were dried, the drying agent was removed and the solution was concentrated to dryness to give a solid which was chromatographed on silica... Reactants: CCn1cc(-c2ccnc3[nH]ccc23)c(-c2ccc(N)cc2)n1, O=C=Nc1ccccc1, c1ccncc1. The product is CCn1cc(-c2ccnc3[nH]ccc23)c(-c2ccc(NC(=O)Nc3ccccc3)cc2)n1. As a reaction SMILES: [CH2:1]([CH3:2])[n:3]1[n:4][c:5](-[c:17]2[cH:18][cH:19][c:20]([NH2:21])[cH:22][cH:23]2)[c:6](-[c:8]2[c:9]3[c:10]([n:11][cH:12][cH:13]2)[nH:14][cH:15][cH:16]3)[cH:7]1.[O:24]=[C:25]=[N:26][c:27]1[cH:28][cH:29][cH:30][cH:31][cH:32]1.[cH:33]1[cH:34][cH:35][n:36][cH:37][cH:38]1>>[CH2:1]([CH3:2])[n:3]1[n:4][c:5](-[c:17]2[cH:18][cH:19][c:20]([NH:21][C:25](=[O:24])[NH:26][c:27]3[cH:28][cH:29][cH:30][cH:31][cH:32]3)[cH:22][cH:23]2)[c:6](-[c:8]2[c:9]3[c:10]([n:11][cH:12][cH:13]2)[nH:14][cH:15][cH:16]3)[cH:7]1. The reactants are B(Br)(Br)Br (boron tribromide), C1(CCCCCC1)C1=NOC(=N1)C=CC1=CC(=C(C=C1)OC)OC (3-Cycloheptyl-5-[2-(3,4-dimethoxy-phenyl)-vinyl]-[1,2,4]oxadiazole), C1(CCCCCC1)C1=NOC(=N1)C=CC1=CC(=C(C=C1)OC)OC (3-Cycloheptyl-5-[2-(3,4-dimethoxy-phenyl)-vinyl]-[1,2,4]oxadiazole). Solvent: ClCCl (dichloromethane), ClCCl (dichloromethane). Reaction conditions: time 37.5 minute. Yields the product C1(CCCCCC1)C1=NOC(=N1)C=CC=1C=C(C(=CC1)O)O (4-[2-(3-Cycloheptyl-[1,2,4]oxadiazol-5-yl)-vinyl]-benzene-1,2-diol). RXN SMILES: B(Br)(Br)Br.[CH:5]1([C:12]2[N:16]=[C:15]([CH:17]=[CH:18][C:19]3[CH:24]=[CH:23][C:22]([O:25]C)=[C:21]([O:27]C)[CH:20]=3)[O:14][N:13]=2)[CH2:11][CH2:10][CH2:9][CH2:8][CH2:7][CH2:6]1>ClCCl>[CH:5]1([C:12]2[N:16]=[C:15]([CH:17]=[CH:18][C:19]3[CH:20]=[C:21]([OH:27])[C:22]([OH:25])=[CH:23][CH:24]=3)[O:14][N:13]=2)[CH2:11][CH2:10][CH2:9][CH2:8][CH2:7][CH2:6]1. Procedure: To a cooled solution of 1 mL of 1M boron tribromide (10.5 mmol) in 2 mL dichloromethane, 1.5 g (4.5 mmol) of 3-cycloheptyl-5-[2-(3,4-dimethoxy-phenyl)-vinyl]-[1,2,4]oxadiazole (compound of Example 57) dissolved in 15 mL of dichloromethane was added over a period of 15-20 min at −45° C. to −40° C. The reaction mixture was stirred at −45° C. to −40° C. for 30-45 min and allowed to attain a temperature of 25° C. to 30° C. slowly, over a period of 1 h. The reaction mixture was further stirred at 25°... The reactants are C(C1=CC=CC=C1)O[C@H]1[C@@H](OCC=C)O[C@@H]([C@H]([C@@H]1OCC1=CC=CC=C1)O[C@H]1[C@H](OCC2=CC=CC=C2)[C@@H](OCC2=CC=CC=C2)[C@H](OCC2=CC=CC=C2)[C@H](O1)CF)COCC1=CC=CC=C1 (Allyl 2,3,6-tri-O-benzyl-4-O-(2,3,4-tri-O-benzyl-6-fluoro-6-deoxy-β-D-glucopyranosyl)-α-D-glucopyranoside), O1CCCC1 (tetrahydrofuran). Reagents/catalysts: Cl[Pd]Cl (palladium chloride (II)). The solvent is CO (methanol). Run at time 14 hour. Product: C(C1=CC=CC=C1)O[C@H]1C(OCC=C)O[C@@H]([C@H]([C@@H]1OCC1=CC=CC=C1)O[C@H]1[C@H](OCC2=CC=CC=C2)[C@@H](OCC2=CC=CC=C2)[C@H](OCC2=CC=CC=C2)[C@H](O1)COC)COCC1=CC=CC=C1 (Allyl 2,3,6-tri-O-benzyl-4-O-(2,3,4-tri-O-benzyl-6-methoxy-6-deoxy-β-D-glucopyranosyl)-D-glucopyranoside). Yield: 83.0%. As a reaction SMILES: [CH2:1]([O:8][C@@H:9]1[C@@H:18]([O:19][CH2:20][C:21]2[CH:26]=[CH:25][CH:24]=[CH:23][CH:22]=2)[C@H:17]([O:27][C@@H:28]2[O:57][C@H:56]([CH2:58]F)[C@@H:47]([O:48][CH2:49][C:50]3[CH:55]=[CH:54][CH:53]=[CH:52][CH:51]=3)[C@H:38]([O:39][CH2:40][C:41]3[CH:46]=[CH:45][CH:44]=[CH:43][CH:42]=3)[C@H:29]2[O:30][CH2:31][C:32]2[CH:37]=[CH:36][CH:35]=[CH:34][CH:33]=2)[C@@H:16]([CH2:60][O:61][CH2:62][C:63]2[CH:68]=[CH:67][CH:66]=[CH:65][CH:64]=2)[O:15][C@@H:10]1[O:11][CH2:12][CH:13]=[CH2:14])[C:2]1[CH:7]=[CH:6][CH:5]=[CH:4][CH:3]=1.[O:69]1CCC[CH2:70]1>CO.Cl[Pd]Cl>[CH2:1]([O:8][C@@H:9]1[C@@H:18]([O:19][CH2:20][C:21]2[CH:26]=[CH:25][CH:24]=[CH:23][CH:22]=2)[C@H:17]([O:27][C@@H:28]2[O:57][C@H:56]([CH2:58][O:69][CH3:70])[C@@H:47]([O:48][CH2:49][C:50]3[CH:55]=[CH:54][CH:53]=[CH:52][CH:51]=3)[C@H:38]([O:39][CH2:40][C:41]3[CH:46]=[CH:45][CH:44]=[CH:43][CH:42]=3)[C@H:29]2[O:30][CH2:31][C:32]2[CH:37]=[CH:36][CH:35]=[CH:34][CH:33]=2)[C@@H:16]([CH2:60][O:61][CH2:62][C:63]2[CH:68]=[CH:67][CH:66]=[CH:65][CH:64]=2)[O:15][CH:10]1[O:11][CH2:12][CH:13]=[CH2:14])[C:2]1[CH:7]=[CH:6][CH:5]=[CH:4][CH:3]=1. Reported procedure: The compound (1.80 g, 1.92 mmol) synthesized in Example 8 (8a) was dissolved in methanol (30 mL) and tetrahydrofuran (6 mL) and palladium chloride (II) (67.4 mg, 0.38 mmol) was added thereto, followed by stirring of the mixture at room temperature for 14 hours. After the reaction mixture was subjected to celite filtration, the solvent was distilled off under reduced pressure. The residue was purified using silica gel flash column chromatography (hexane:ethyl acetate, 5:1-4:1-3:1, V/V) to obtain ...